Dataset: the Open Reaction Database (ORD), a public repository of structured organic reaction records. Task: describe an organic reaction: reactants, conditions, products, and yield Starting materials: Cl.C(C1=CC=CC=C1)OC([C@@H](NC(CN)=O)CC1=CC=CC=C1)=O (glycyl-L-phenylalanine benzyl ester hydrochloride), ClC1=C(C=C(C(=C1)Cl)Cl)OC(CNC(=O)OC(C)(C)C)=O (N-t-butoxycarbonylglycine 2,4,5-trichlorophenyl ester), CN1CCOCC1 (N-methylmorpholine). Run in C(Cl)Cl (methylene chloride). The product is C(C1=CC=CC=C1)OC([C@@H](NC(CNC(CNC(=O)OC(C)(C)C)=O)=O)CC1=CC=CC=C1)=O (N-t-butoxycarbonylglycylglycyl-L-phenylalanine benzyl ester). Reaction SMILES: Cl.[CH2:2]([O:9][C:10](=[O:24])[C@H:11]([CH2:17][C:18]1[CH:23]=[CH:22][CH:21]=[CH:20][CH:19]=1)[NH:12][C:13](=[O:16])[CH2:14][NH2:15])[C:3]1[CH:8]=[CH:7][CH:6]=[CH:5][CH:4]=1.ClC1C=C(Cl)C(Cl)=CC=1[O:34][C:35](=O)[CH2:36][NH:37][C:38]([O:40][C:41]([CH3:44])([CH3:43])[CH3:42])=[O:39].CN1CCOCC1>C(Cl)Cl>[CH2:2]([O:9][C:10](=[O:24])[C@H:11]([CH2:17][C:18]1[CH:19]=[CH:20][CH:21]=[CH:22][CH:23]=1)[NH:12][C:13](=[O:16])[CH2:14][NH:15][C:35](=[O:34])[CH2:36][NH:37][C:38]([O:40][C:41]([CH3:43])([CH3:42])[CH3:44])=[O:39])[C:3]1[CH:4]=[CH:5][CH:6]=[CH:7][CH:8]=1 |f:0.1|. Procedure details: A solution of 6.1 parts glycyl-L-phenylalanine benzyl ester hydrochloride, 7.0 parts N-t-butoxycarbonylglycine 2,4,5-trichlorophenyl ester and 1.8 parts N-methylmorpholine in 150 parts methylene chloride is stirred overnight at room temperature. The solvents are then removed by evaporation under reduced pressure to yield the crude tripeptide. Purification by low pressure column chromatography affords pure N-t-butoxycarbonylglycylglycyl-L-phenylalanine benzyl ester. Reactants: C(C)(C)(C)OC(=O)N[C@]12[C@@H]([C@H]3CC[C@@H]4[C@]5(CC=C(C([C@@H]5CC[C@]4([C@@]3(CC1)C)C)(C)C)C1=CC3(CC(C3)(C(=O)OC(C)C)C(=O)OC(C)C)C1)C)[C@@H](CC2)C(=C)C (diisopropyl 6-((1R,3aS,5aR,5bR,7aR,11aS,11bR,13aR,13bR)-3a-((tert-butoxycarbonyl)amino)-5a,5b,8,8,11a-pentamethyl-1-(prop-1-en-2-yl)-2,3,3a,4,5,5a,5b,6,7,7a,8,11,11a,11b,12,13,13a,13b-octadecahydro-1H-cyclopenta[a]chrysen-9-yl)spiro[3.3]hept-5-ene-2,2-dicarboxylate), [OH-].[Na+] (NaOH). Solvent: O1CCOCC1 (dioxane), CO (MeOH). Run at temperature 50 celsius, time 4 hour. Product: C(C)(C)(C)OC(=O)N[C@]12[C@@H]([C@H]3CC[C@@H]4[C@]5(CC=C(C([C@@H]5CC[C@]4([C@@]3(CC1)C)C)(C)C)C1=CC3(CC(C3)(C(=O)O)C(=O)O)C1)C)[C@@H](CC2)C(=C)C (6-((1R,3aS,5aR,5bR,7aR,11aS,11bR,13aR,13bR)-3a-((tert-butoxycarbonyl)amino)-5a,5b,8,8,11a-pentamethyl-1-(prop-1-en-2-yl)-2,3,3a,4,5,5a,5b,6,7,7a,8,11,11a,11b,12,13,13a,13b-octadecahydro-1H-cyclopenta[a]chrysen-9-yl)spiro[3.3]hept-5-ene-2,2-dicarboxylic acid). Isolated yield 88.0%. Reaction SMILES: [C:1]([O:5][C:6]([NH:8][C@:9]12[CH2:53][CH2:52][C@@H:51]([C:54]([CH3:56])=[CH2:55])[C@@H:10]1[C@@H:11]1[C@@:24]([CH3:27])([CH2:25][CH2:26]2)[C@@:23]2([CH3:28])[C@@H:14]([C@:15]3([CH3:50])[C@@H:20]([CH2:21][CH2:22]2)[C:19]([CH3:30])([CH3:29])[C:18]([C:31]2[CH2:49][C:33]4([CH2:36][C:35]([C:43]([O:45]C(C)C)=[O:44])([C:37]([O:39]C(C)C)=[O:38])[CH2:34]4)[CH:32]=2)=[CH:17][CH2:16]3)[CH2:13][CH2:12]1)=[O:7])([CH3:4])([CH3:3])[CH3:2].[OH-].[Na+]>O1CCOCC1.CO>[C:1]([O:5][C:6]([NH:8][C@:9]12[CH2:53][CH2:52][C@@H:51]([C:54]([CH3:56])=[CH2:55])[C@@H:10]1[C@@H:11]1[C@@:24]([CH3:27])([CH2:25][CH2:26]2)[C@@:23]2([CH3:28])[C@@H:14]([C@:15]3([CH3:50])[C@@H:20]([CH2:21][CH2:22]2)[C:19]([CH3:30])([CH3:29])[C:18]([C:31]2[CH2:49][C:33]4([CH2:36][C:35]([C:43]([OH:45])=[O:44])([C:37]([OH:39])=[O:38])[CH2:34]4)[CH:32]=2)=[CH:17][CH2:16]3)[CH2:13][CH2:12]1)=[O:7])([CH3:2])([CH3:3])[CH3:4] |f:1.2|. Reported procedure: To a solution of diisopropyl 6-((1R,3aS,5aR,5bR,7aR,11aS,11bR,13aR,13bR)-3a-((tert-butoxycarbonyl)amino)-5a,5b,8,8,11a-pentamethyl-1-(prop-1-en-2-yl)-2,3,3a,4,5,5a,5b,6,7,7a,8,11,11a,11b,12,13,13a,13b-octadecahydro-1H-cyclopenta[a]chrysen-9-yl)spiro[3.3]hept-5-ene-2,2-dicarboxylate (15 mg, 0.019 mmol) in dioxane (2 mL) and MeOH (1 mL) was added 1N NaOH (1 mL, 1 mmol). The mixture was stirred at 50° C. for 4 h. The solvent was removed in vacuo. The crude product was dissolved in dioxane (1 mL) an... Yield: 56.2%. Reported procedure: To a stirred solution of 5-(4-aminophenyl)-2,2-dimethyl-4-(4-(quinolin-2-ylmethoxy)phenyl)furan-3(2H)-one (60 mg, 0.13 mmol) in DCM (5 mL) were added methane sulfonyl chloride (0.012 g, 0.15 mmol) and TEA (0.04 mL, 0.27 mmol) at 0° C. under N2 atmosphere. The reaction mixture was stirred at RT for 10 min. The reaction mixture diluted with water and extracted with DCM (2×10 mL). The combined organic layers were washed with water (2×5 mL), brine and dried over anhydrous Na2SO4. After filtration an... Starting materials: NC1=CC=C(C=C1)C1=C(C(C(O1)(C)C)=O)C1=CC=C(C=C1)OCC1=NC2=CC=CC=C2C=C1 (5-(4-aminophenyl)-2,2-dimethyl-4-(4-(quinolin-2-ylmethoxy)phenyl)furan-3(2H)-one), CS(=O)(=O)Cl (methane sulfonyl chloride), TEA. RXN SMILES: [NH2:1][C:2]1[CH:7]=[CH:6][C:5]([C:8]2[O:12][C:11]([CH3:14])([CH3:13])[C:10](=[O:15])[C:9]=2[C:16]2[CH:21]=[CH:20][C:19]([O:22][CH2:23][C:24]3[CH:33]=[CH:32][C:31]4[C:26](=[CH:27][CH:28]=[CH:29][CH:30]=4)[N:25]=3)=[CH:18][CH:17]=2)=[CH:4][CH:3]=1.[CH3:34][S:35](Cl)(=[O:37])=[O:36]>C(Cl)Cl.O>[CH3:14][C:11]1([CH3:13])[O:12][C:8]([C:5]2[CH:6]=[CH:7][C:2]([N:1]([S:35]([CH3:34])(=[O:37])=[O:36])[S:35]([CH3:34])(=[O:37])=[O:36])=[CH:3][CH:4]=2)=[C:9]([C:16]2[CH:21]=[CH:20][C:19]([O:22][CH2:23][C:24]3[CH:33]=[CH:32][C:31]4[C:26](=[CH:27][CH:28]=[CH:29][CH:30]=4)[N:25]=3)=[CH:18][CH:17]=2)[C:10]1=[O:15]. Conditions: time 10 minute. The solvent is C(Cl)Cl (DCM), O (water). Product: CC1(C(C(=C(O1)C1=CC=C(C=C1)N(S(=O)(=O)C)S(=O)(=O)C)C1=CC=C(C=C1)OCC1=NC2=CC=CC=C2C=C1)=O)C (N-(4-(5,5-dimethyl-4-oxo-3-(4-(quinolin-2-ylmethoxy)phenyl)-4,5-dihydrofuran-2-yl) phenyl)-N-(methylsulfonyl)methane sulfonamide). Starting materials: CNC(=O)c1ccc(CCC(=O)OC(C)(C)C)nc1, Cl, C1COCCO1. Yields the product Cl, CNC(=O)c1ccc(CCC(=O)O)nc1. As a reaction SMILES: [C:1]([CH3:2])([CH3:3])([CH3:4])[O:5][C:6]([CH2:7][CH2:8][c:9]1[n:10][cH:11][c:12]([C:15]([NH:16][CH3:17])=[O:18])[cH:13][cH:14]1)=[O:19].[ClH:20].[O:21]1[CH2:22][CH2:23][O:24][CH2:25][CH2:26]1>>[ClH:20].[O:5]=[C:6]([CH2:7][CH2:8][c:9]1[n:10][cH:11][c:12]([C:15]([NH:16][CH3:17])=[O:18])[cH:13][cH:14]1)[OH:19]. The yield is 23.1%. Product: FC1=C(C=CC(=C1)F)C(CN1N=CN=C1)(C(C)C1=NC=[N+](C=C1)[O-])O (2-(2,4-Difluorophenyl)-3-(1-oxidopyrimidin-4-yl)-1-(1H-1,2,4-triazol-1-yl)butan-2-ol). As a reaction SMILES: [F:1][C:2]1[CH:7]=[C:6]([F:8])[CH:5]=[CH:4][C:3]=1[C:9]([OH:24])([CH:16]([C:18]1[CH:23]=[CH:22][N:21]=[CH:20][N:19]=1)[CH3:17])[CH2:10][N:11]1[CH:15]=[N:14][CH:13]=[N:12]1.ClC1C=C(C=CC=1)C(OO)=[O:30]>ClCCl>[F:1][C:2]1[CH:7]=[C:6]([F:8])[CH:5]=[CH:4][C:3]=1[C:9]([OH:24])([CH:16]([C:18]1[CH:23]=[CH:22][N+:21]([O-:30])=[CH:20][N:19]=1)[CH3:17])[CH2:10][N:11]1[CH:15]=[N:14][CH:13]=[N:12]1. Run in ClCCl (dichloromethane). Reactants: FC1=C(C=CC(=C1)F)C(CN1N=CN=C1)(C(C)C1=NC=NC=C1)O (2-(2,4-Difluorophenyl)-3-(pyrimidin-4-yl)-1-(1H-1,2,4-triazol-1-yl)butan-2-ol), ClC=1C=C(C(=O)OO)C=CC1 (3-chloroperoxybenzoic acid), ClC=1C=C(C(=O)OO)C=CC1 (3-chloroperoxybenzoic acid). Reported procedure: A solution of 2-(2,4-difluorophenyl)-3-(pyrimidin-4-yl)-1-(1H-1,2,4-triazol-1-yl)butan-2-ol (diastereoisomeric pair B from Example 3) (3.31 g) and 85% w/w 3-chloroperoxybenzoic acid (2.03 g) in dichloromethane (20 ml) was stirred at room temperature for 48 hours. An additional 2.03 g of 85% w/w 3-chloroperoxybenzoic acid was added and stirring was continued for a further 18 hours. Work up as described in Example 15(i) gave the title compound, (0.80 g), m.p. 157°-160°. Reaction conditions: time 18 hour. Reactants: C1(CCCCC1)C(O)C=1C(=NN(C1)C1=CC=CC=C1)CCC1=CC=CC=C1 (cyclohexyl[1-phenyl-3-(2-phenylethyl)-1H-pyrazol-4-yl]methanol), NC1=CC=C(C=C1)C(=O)NCCC(=O)OCC (ethyl 3-{[(4-aminophenyl)carbonyl]amino}propanoate). The product is C1(CCCCC1)C(C=1C(=NN(C1)C1=CC=CC=C1)CCC1=CC=CC=C1)NC1=CC=C(C=C1)C(=O)NCCC(=O)O (3-({[4-({cyclohexyl[1-phenyl-3-(2-phenylethyl)-1H-pyrazol-4-yl]methyl}amino)phenyl]carbonyl}amino)propanoic acid). Isolated yield 40.6%. Reaction SMILES: [CH:1]1([CH:7]([C:9]2[C:10]([CH2:20][CH2:21][C:22]3[CH:27]=[CH:26][CH:25]=[CH:24][CH:23]=3)=[N:11][N:12]([C:14]3[CH:19]=[CH:18][CH:17]=[CH:16][CH:15]=3)[CH:13]=2)O)[CH2:6][CH2:5][CH2:4][CH2:3][CH2:2]1.[NH2:28][C:29]1[CH:34]=[CH:33][C:32]([C:35]([NH:37][CH2:38][CH2:39][C:40]([O:42]CC)=[O:41])=[O:36])=[CH:31][CH:30]=1>>[CH:1]1([CH:7]([NH:28][C:29]2[CH:30]=[CH:31][C:32]([C:35]([NH:37][CH2:38][CH2:39][C:40]([OH:42])=[O:41])=[O:36])=[CH:33][CH:34]=2)[C:9]2[C:10]([CH2:20][CH2:21][C:22]3[CH:27]=[CH:26][CH:25]=[CH:24][CH:23]=3)=[N:11][N:12]([C:14]3[CH:19]=[CH:18][CH:17]=[CH:16][CH:15]=3)[CH:13]=2)[CH2:6][CH2:5][CH2:4][CH2:3][CH2:2]1. Reported procedure: Using cyclohexyl[1-phenyl-3-(2-phenylethyl)-1H-pyrazol-4-yl]methanol (0.50 g) synthesized above and ethyl 3-{[(4-aminophenyl)carbonyl]amino}propanoate (0.33 g) synthesized in Example 1(2) and in the same manner as in Example 1(7), the title object compound (0.31 g, 41%) was obtained as a white solid.